From a dataset of the Open Reaction Database (ORD), a public repository of structured organic reaction records. describe an organic reaction: reactants, conditions, products, and yield Reactants: C[Si](C)(C)CC(=O)N (trimethylsilylacetamide), Cl[Si]1(CCC1)Cl (1,1-dichlorosilacyclobutane). Solvent: C(Cl)Cl (methylene chloride). The product is C(C)(=O)N[Si]1(CCC1)NC(C)=O (1,1-diacetamidosilacyclobutane). As a reaction SMILES: C[Si]([CH2:5][C:6]([NH2:8])=[O:7])(C)C.Cl[Si:10]1(Cl)[CH2:13][CH2:12][CH2:11]1>C(Cl)Cl>[C:6]([NH:8][Si:10]1([NH:8][C:6](=[O:7])[CH3:5])[CH2:13][CH2:12][CH2:11]1)(=[O:7])[CH3:5]. Procedure details: When 1.72 g of trimethylsilylacetamide was mixed with 0.92 g of 1,1-dichlorosilacyclobutane in 5 g of methylene chloride, a white precipitate formed. The precipitate dissoved upon shaking and slowly recrystallized as white needles. There was no trimethylchlorosilane detected in the residual fluid, indicating that the expected reaction to form 1,1-diacetamidosilacyclobutane did not occur. The reactants are O=C(O)C1=CCNCC1, C=CCOC(=O)Cl, Cl, [Na+], [Na+], O=C([O-])[O-], O. The product is C=CCOC(=O)N1CC=C(C(=O)O)CC1. RXN SMILES: [C:2]([C:3]1=[CH:4][CH2:5][NH:6][CH2:7][CH2:8]1)(=[O:9])[OH:10].[Cl:17][C:18](=[O:19])[O:20][CH2:21][CH:22]=[CH2:23].[ClH:1].[Na+:11].[Na+:12].[O-:13][C:14](=[O:15])[O-:16].[OH2:24]>>[C:2]([C:3]1=[CH:4][CH2:5][N:6]([C:18](=[O:19])[O:20][CH2:21][CH:22]=[CH2:23])[CH2:7][CH2:8]1)(=[O:9])[OH:10].